Task: describe an organic reaction: reactants, conditions, products, and yield. Dataset: the Open Reaction Database (ORD), a public repository of structured organic reaction records The reactants are CC1=C(SC(=C1)C1=CC=C(C=C1)C(F)(F)F)C=O (3-methyl-5-(4-Trifluoromethyl-phenyl)-thiophene-2-carbaldehyde), [Li+].[BH4-] (LiBH4). The solvent is C1CCOC1 (THF). Reaction conditions: time 15 minute. Product: FC(C1=CC=C(C=C1)C1=CC=C(S1)CO)(F)F ([5-(4-Trifluoromethyl-phenyl)-thiophen-2-yl]-methanol). RXN SMILES: C[C:2]1[CH:6]=[C:5]([C:7]2[CH:12]=[CH:11][C:10]([C:13]([F:16])([F:15])[F:14])=[CH:9][CH:8]=2)[S:4][C:3]=1[CH:17]=[O:18].[Li+].[BH4-]>C1COCC1>[F:15][C:13]([F:14])([F:16])[C:10]1[CH:9]=[CH:8][C:7]([C:5]2[S:4][C:3]([CH2:17][OH:18])=[CH:2][CH:6]=2)=[CH:12][CH:11]=1 |f:1.2|. Reported procedure: To a solution of 3-methyl-5-(4-Trifluoromethyl-phenyl)-thiophene-2-carbaldehyde (0.140 g, 0.518 mmole) in THF (5 mL), is added to LiBH4 (0.056 g, 2.57 mmole) in one portion at 0° C. The reaction is kept at 0° C. for 15 minutes and warmed up to room temperature for 1 hour. The reaction is quenched using 1N HCl (10 mL) at 0° C. The THF is removed on rota vapor, the aqueous solution is then extracted with ethyl acetate (2×10 mL). The combined organic solution is washed with brine (3×20 mL), dried o...